Task: describe an organic reaction: reactants, conditions, products, and yield. Dataset: the Open Reaction Database (ORD), a public repository of structured organic reaction records Starting materials: C(C)N1C=C(C(C2=C1N=C(N=C2)SC)=O)C(=O)O (5,8-dihydro-8-ethyl-2-methylthio-5-oxopyrido[2,3-d]pyrimidine-6-carboxylic acid), CN1CCNCC1 (4-methylpiperazine). Run in CS(=O)C (dimethyl sulfoxide). Reaction conditions: temperature 110 celsius. The product is C(C)N1C=C(C(C2=C1N=C(N=C2)N2CCN(CC2)C)=O)C(=O)O (5,8-Dihydro-8-ethyl-2-(4-methyl-1-piperazinyl)-5-oxopyrido-[2,3-d]pyrimidine-6-carboxylic acid). The yield is 116.9%. As a reaction SMILES: [CH2:1]([N:3]1[C:8]2[N:9]=[C:10](SC)[N:11]=[CH:12][C:7]=2[C:6](=[O:15])[C:5]([C:16]([OH:18])=[O:17])=[CH:4]1)[CH3:2].[CH3:19][N:20]1[CH2:25][CH2:24][NH:23][CH2:22][CH2:21]1>CS(C)=O>[CH2:1]([N:3]1[C:8]2[N:9]=[C:10]([N:23]3[CH2:24][CH2:25][N:20]([CH3:19])[CH2:21][CH2:22]3)[N:11]=[CH:12][C:7]=2[C:6](=[O:15])[C:5]([C:16]([OH:18])=[O:17])=[CH:4]1)[CH3:2]. Procedure: A mixture containing 1.33 g of 5,8-dihydro-8-ethyl-2-methylthio-5-oxopyrido[2,3-d]pyrimidine-6-carboxylic acid, 1.30 g of 4-methylpiperazine, and 20 ml of dimethyl sulfoxide was heated at 110°C for 1 hour with stirring. The separated solid was collected by filtration, washed with ethanol, and recrystallized from dimethylformamide to give 1.86 g of the product, as nearly coloress needles, m.p. 232 - 233°C. Reaction SMILES: [C:1](Cl)(Cl)=[O:2].C1(C)C=CC=CC=1.[CH3:12][C:13]([C:16]1[CH:17]=[C:18]([CH:25]=[C:26]([C:29]([CH3:32])([CH3:31])[CH3:30])[C:27]=1[OH:28])[O:19][CH2:20][C:21]([NH:23][NH2:24])=[O:22])([CH3:15])[CH3:14]>O1CCCC1.C(OCC)(=O)C>[CH3:15][C:13]([C:16]1[CH:17]=[C:18]([CH:25]=[C:26]([C:29]([CH3:32])([CH3:31])[CH3:30])[C:27]=1[OH:28])[O:19][CH2:20][C:21]1[O:22][C:1](=[O:2])[NH:24][N:23]=1)([CH3:12])[CH3:14]. Product: CC(C)(C)C=1C=C(OCC2=NNC(O2)=O)C=C(C1O)C(C)(C)C (5-[[3,5-Bis(1,1-dimethylethyl)-4-hydroxyphenoxy]-methyl]-1,3,4-oxadiazol-2(3H)-one). Run in O1CCCC1 (tetrahydrofuran), C(C)(=O)OCC (ethyl acetate). Starting materials: solution, C(=O)(Cl)Cl (phosgene), C1(=CC=CC=C1)C (toluene), CC(C)(C)C=1C=C(OCC(=O)NN)C=C(C1O)C(C)(C)C ([3,5-bis(1,1-dimethylethyl)-4-hydroxyphenoxy]-acetic acid hydrazide). Procedure details: A 12.5% solution of phosgene in toluene (2.4 mL, 2.7 mmol) is added dropwise to a -78° C. of [3,5-bis(1,1-dimethylethyl)-4-hydroxyphenoxy]-acetic acid hydrazide (0.40 g, 1.36 mmol) in tetrahydrofuran (25 mL). The reaction mixture is stirred for 30 minutes, diluted with ethyl acetate, and washed three times with water and once with brine. Drying the organic phase over magnesium sulfate and evaporation gives a pale yellow oil which is crystallized from ethyl acetate/hexane yielding 0.34 g (79%) of... Run at time 30 minute. Starting materials: O=C1CCC(=O)N1Br, CC(=O)O, COC(=O)c1ccccc1I, O, O=S(=O)(O)O. The product is COC(=O)c1cc(Br)ccc1I. RXN SMILES: [Br:12][N:13]1[C:14](=[O:15])[CH2:16][CH2:17][C:18]1=[O:19].[CH3:26][C:27](=[O:28])[OH:29].[I:1][c:2]1[c:3]([C:4](=[O:5])[O:6][CH3:7])[cH:8][cH:9][cH:10][cH:11]1.[OH2:25].[S:20](=[O:21])(=[O:22])([OH:23])[OH:24]>>[I:1][c:2]1[c:3]([C:4](=[O:5])[O:6][CH3:7])[cH:8][c:9]([Br:12])[cH:10][cH:11]1.